From a dataset of the Open Reaction Database (ORD), a public repository of structured organic reaction records. describe an organic reaction: reactants, conditions, products, and yield Starting materials: [C-](S(=O)(=O)C(F)(F)F)(S(=O)(=O)C(F)(F)F)S(=O)(=O)C(F)(F)F (tris(trifluoromethanesulfonyl)methide), C1(=CC=C(C=C1)S(=O)(=O)[O-])C.C(CCC)[N+]1=C(C(C=2C3=C(C=CC12)C=CC=C3)(C)C)C=CC3=C(C(CC3)=CC=C3N(C=1C=CC2=C(C1C3(C)C)C=CC=C2)CCCC)S(=O)(=O)C2=CC=CC=C2 (3-butyl-2-(2-{3-[2-(3-butyl-1,1-dimethyl-1H-benzo[e]indol-2(3H)-ylidene)-ethylidene]-2-(phenylsulfonyl)cyclopent-1-en-1-yl}ethenyl)-1,1-dimethyl-1H-benzo[e]indol-3-ium p-toluenesulfonate), [C-](S(=O)(=O)C(F)(F)F)(S(=O)(=O)C(F)(F)F)S(=O)(=O)C(F)(F)F (tris(trifluoromethanesulfonyl)methide), [OH-].[Na+] (sodium hydroxide). Solvent: O (water), C(C(C)C)C(=O)C (methyl isobutyl ketone), O (water). Reaction conditions: time 8 hour. Product: [C-](S(=O)(=O)C(F)(F)F)(S(=O)(=O)C(F)(F)F)S(=O)(=O)C(F)(F)F.C(CCC)[N+]1=C(C(C=2C3=C(C=CC12)C=CC=C3)(C)C)C=CC3=C(C(CC3)=CC=C3N(C=1C=CC2=C(C1C3(C)C)C=CC=C2)CCCC)S(=O)(=O)C2=CC=CC=C2 (3-butyl-2-(2-{3-[2-(3-butyl-1,1-dimethyl-1H-benzo[e]indol-2(3H)-ylidene)ethylidene]-2-(phenylsulfonyl)cyclopent-1-en-1-yl}ethenyl)-1,1-dimethyl-1H-benzo[e]indol-3-ium tris(trifluoromethylsulfonyl)methide). The yield is 92.0%. Reaction SMILES: C1(C)C=CC(S([O-])(=O)=O)=CC=1.[CH2:12]([N+:16]1[C:24]2[CH:23]=[CH:22][C:21]3[CH:25]=[CH:26][CH:27]=[CH:28][C:20]=3[C:19]=2[C:18]([CH3:30])([CH3:29])[C:17]=1[CH:31]=[CH:32][C:33]1[CH2:37][CH2:36][C:35](=[CH:38][CH:39]=[C:40]2[C:48]([CH3:50])([CH3:49])[C:47]3[C:46]4[CH:51]=[CH:52][CH:53]=[CH:54][C:45]=4[CH:44]=[CH:43][C:42]=3[N:41]2[CH2:55][CH2:56][CH2:57][CH3:58])[C:34]=1[S:59]([C:62]1[CH:67]=[CH:66][CH:65]=[CH:64][CH:63]=1)(=[O:61])=[O:60])[CH2:13][CH2:14][CH3:15].[C-:68]([S:83]([C:86]([F:89])([F:88])[F:87])(=[O:85])=[O:84])([S:76]([C:79]([F:82])([F:81])[F:80])(=[O:78])=[O:77])[S:69]([C:72]([F:75])([F:74])[F:73])(=[O:71])=[O:70].[OH-].[Na+]>O.C(C(C)=O)C(C)C>[C-:68]([S:69]([C:72]([F:75])([F:73])[F:74])(=[O:71])=[O:70])([S:83]([C:86]([F:87])([F:88])[F:89])(=[O:84])=[O:85])[S:76]([C:79]([F:82])([F:81])[F:80])(=[O:77])=[O:78].[CH2:12]([N+:16]1[C:24]2[CH:23]=[CH:22][C:21]3[CH:25]=[CH:26][CH:27]=[CH:28][C:20]=3[C:19]=2[C:18]([CH3:29])([CH3:30])[C:17]=1[CH:31]=[CH:32][C:33]1[CH2:37][CH2:36][C:35](=[CH:38][CH:39]=[C:40]2[C:48]([CH3:49])([CH3:50])[C:47]3[C:46]4[CH:51]=[CH:52][CH:53]=[CH:54][C:45]=4[CH:44]=[CH:43][C:42]=3[N:41]2[CH2:55][CH2:56][CH2:57][CH3:58])[C:34]=1[S:59]([C:62]1[CH:63]=[CH:64][CH:65]=[CH:66][CH:67]=1)(=[O:61])=[O:60])[CH2:13][CH2:14][CH3:15] |f:0.1,3.4,7.8|. Procedure details: A mixture of 1.86 g (2 mmol) of 3-butyl-2-(2-{3-[2-(3-butyl-1,1-dimethyl-1H-benzo[e]indol-2(3H)-ylidene)-ethylidene]-2-(phenylsulfonyl)cyclopent-1-en-1-yl}ethenyl)-1,1-dimethyl-1H-benzo[e]indol-3-ium p-toluenesulfonate, 2.21 g (3 mmol) of a 56% tris(trifluoromethanesulfonyl)methide acid aqueous solution, 0.48 g of a 25% sodium hydroxide aqueous solution, 30 g of water, and 30 g of methyl isobutyl ketone was stirred for 8 hours at room temperature, whereupon the organic layer was taken out. The o... Reactants: CCOC(=O)Cn1cc(Cc2ncc[nH]2)c2ccccc21, CCO, [NH4+], [OH-]. Yields the product NC(=O)Cn1cc(Cc2ncc[nH]2)c2ccccc21. RXN SMILES: [CH2:3]([O:5][C:6](=[O:4])[CH2:8][n:9]1[cH:10][c:11]([CH2:18][c:19]2[nH:20][cH:21][cH:22][n:23]2)[c:12]2[cH:13][cH:14][cH:15][cH:16][c:17]12)[CH3:7].[CH3:24][CH2:25][OH:26].[NH4+:1].[OH-:2]>>[NH2:1][C:6](=[O:5])[CH2:8][n:9]1[cH:10][c:11]([CH2:18][c:19]2[nH:20][cH:21][cH:22][n:23]2)[c:12]2[cH:13][cH:14][cH:15][cH:16][c:17]12. As a reaction SMILES: [CH2:27]1[O:28][CH2:29][CH2:30][CH2:31]1.[Cl:1][CH2:2][CH2:3][CH2:4][C:5]1([C:20](=[O:21])[O:22][CH3:23])[CH2:6][CH:7]2[N:8]([CH:9]([c:12]3[cH:13][cH:14][cH:15][cH:16][cH:17]3)[O:10][CH2:11]2)[C:18]1=[O:19].[Li+:25].[OH-:24].[OH2:26].[OH2:32]>>[Cl:1][CH2:2][CH2:3][CH2:4][C:5]1([C:20](=[O:21])[OH:22])[CH2:6][CH:7]2[N:8]([CH:9]([c:12]3[cH:13][cH:14][cH:15][cH:16][cH:17]3)[O:10][CH2:11]2)[C:18]1=[O:19]. Product: O=C(O)C1(CCCCl)CC2COC(c3ccccc3)N2C1=O. Reactants: C1CCOC1, COC(=O)C1(CCCCl)CC2COC(c3ccccc3)N2C1=O, [Li+], [OH-], O, O. Reaction conditions: time 1 hour. The yield is 21.7%. Starting materials: C(C1=CC=CC=C1)OCN1C(=C(C2=C1C=NNC2=O)CC2=NC(=CC=C2)OC)C2=CC(=C(C=C2)OC(F)F)OC2CC2 (1-benzyloxymethyl-2-(3-cyclopropoxy-4-difluoromethoxyphenyl)-3-(6-methoxy-2-pyridylmethyl)-1,5-dihydropyrrolo[2,3-d]-pyridazin-4-one), C(C1=CC=CC=C1)OCN1C(=C(C2=C1C=NNC2=O)CC2=C(C=CC=C2)F)C2=CC(=C(C=C2)OC(F)F)OC2CC2 (1-benzyloxymethyl-2-(3-cyclopropoxy-4-difluoromethoxyphenyl)-3-(2-fluorobenzyl)-1,5-dihydropyrrolo[2,3-d]pyridazin-4-one). Reaction SMILES: C(OC[N:10]1[C:14]2[CH:15]=[N:16][NH:17][C:18](=[O:19])[C:13]=2[C:12]([CH2:20][C:21]2[CH:26]=[CH:25][CH:24]=[C:23]([O:27][CH3:28])[N:22]=2)=[C:11]1[C:29]1[CH:34]=[CH:33][C:32]([O:35][CH:36]([F:38])[F:37])=[C:31]([O:39][CH:40]2[CH2:42][CH2:41]2)[CH:30]=1)C1C=CC=CC=1.C(OCN1C2C=NNC(=O)C=2C(CC2C=CC=CC=2F)=C1C1C=CC(OC(F)F)=C(OC2CC2)C=1)C1C=CC=CC=1>>[CH:40]1([O:39][C:31]2[CH:30]=[C:29]([C:11]3[NH:10][C:14]4[CH:15]=[N:16][NH:17][C:18](=[O:19])[C:13]=4[C:12]=3[CH2:20][C:21]3[CH:26]=[CH:25][CH:24]=[C:23]([O:27][CH3:28])[N:22]=3)[CH:34]=[CH:33][C:32]=2[O:35][CH:36]([F:38])[F:37])[CH2:42][CH2:41]1. Procedure: Reaction was carried out in the same manner as in Example 22-(b) except for using 227 mg (0.396 mmol) of 1-benzyloxymethyl-2-(3-cyclopropoxy-4-difluoromethoxyphenyl)-3-(6-methoxy-2-pyridylmethyl)-1,5-dihydropyrrolo[2,3-d]-pyridazin-4-one obtained in Example 28-(a) in place of 1-benzyloxymethyl-2-(3-cyclopropoxy-4-difluoromethoxyphenyl)-3-(2-fluorobenzyl)-1,5-dihydropyrrolo[2,3-d]pyridazin-4-one. After completion of the reaction, the reaction suspension was filtered, the filtrate was concentrated... The product is C1(CC1)OC=1C=C(C=CC1OC(F)F)C1=C(C2=C(C=NNC2=O)N1)CC1=NC(=CC=C1)OC (2-(3-Cyclopropoxy-4-difluoromethoxyphenyl)-3-(6-methoxy-2-pyridylmethyl)-1,5-dihydropyrrolo[2,3-d]pyridazin-4-one). Starting materials: C(C)I (ethyl iodide), CN1C(=NC(=C1)C(F)(F)F)C1=CC=CC=C1 (1-METHYL-2-PHENYL-4-TRIFLUOROMETHYLIMIDAZOLE), C1(=CC=CC=C1)C=1NC=C(N1)C(F)(F)F (2-phenyl-4-trifluoromethylimidazole), CI (methyl iodide). Product: C(C)N1C(=NC(=C1)C(F)(F)F)C1=CC=CC=C1 (1-ethyl-2-phenyl-4-trifluoromethylimidazole). RXN SMILES: [CH2:1](I)[CH3:2].[C:4]1([C:10]2[NH:11][CH:12]=[C:13]([C:15]([F:18])([F:17])[F:16])[N:14]=2)[CH:9]=[CH:8][CH:7]=[CH:6][CH:5]=1.CI.CN1C=C(C(F)(F)F)N=C1C1C=CC=CC=1>>[CH2:1]([N:11]1[CH:12]=[C:13]([C:15]([F:18])([F:17])[F:16])[N:14]=[C:10]1[C:4]1[CH:5]=[CH:6][CH:7]=[CH:8][CH:9]=1)[CH3:2]. Reported procedure: By substituting equivalent amounts of ethyl iodide and 2-phenyl-4-trifluoromethylimidazole for the methyl iodide and 2-(2-pyridyl)-4(5)-trifluoromethylimidazole of Example 57 and following substantially the procedure described therein there is obtained 1-ethyl-2-phenyl-4-trifluoromethylimidazole, b.p., 160°-165° C. at 0.5 mm. Starting materials: C(C)(C)(C)NC(C1=CC(=C(C=C1)[N+](=O)[O-])OC)=O (N-tert-butyl-3-methoxy-4-nitrobenzamide), C(C)(C)(C)NC(C1=CC(=C(C=C1)N)OC)=O (N-tert-butyl-3-methoxy-4-aminobenzamide). The product is C(C)(C)(CC)NC(C1=CC(=C(C=C1)N)OC)=O (N-tert-amyl-3-methoxy-4-aminobenzamide). RXN SMILES: [C:1]([NH:5][C:6](=[O:18])[C:7]1[CH:12]=[CH:11][C:10]([N+:13]([O-])=O)=[C:9]([O:16][CH3:17])[CH:8]=1)([CH3:4])([CH3:3])[CH3:2].[C:19](NC(=O)C1C=CC(N)=C(OC)C=1)(C)(C)C>>[C:1]([NH:5][C:6](=[O:18])[C:7]1[CH:12]=[CH:11][C:10]([NH2:13])=[C:9]([O:16][CH3:17])[CH:8]=1)([CH2:4][CH3:19])([CH3:3])[CH3:2]. Reported procedure: In the same way, from the compound N-tert-butyl-3-methoxy-4-nitrobenzamide, N-tert-butyl-3-methoxy-4-aminobenzamide is prepared; M.p.=160° C.